From a dataset of the Open Reaction Database (ORD), a public repository of structured organic reaction records. describe an organic reaction: reactants, conditions, products, and yield Reactants: BrC=1C=C(C=CC1)N1CCN(CC1)C(=O)OC(C)(C)C (tert-butyl 4-(3-bromophenyl)piperazine-1-carboxylate), P(O)(O)(O)=O (Phosphoric acid), [Li]CCCC (n-BuLi), B(OC(C)C)(OC(C)C)OC(C)C (triisopropyl borate). The solvent is C1(=CC=CC=C1)C.O1CCCC1 (toluene tetrahydrofuran). Reaction conditions: temperature -70 celsius. Product: C(C)(C)(C)OC(=O)N1CCN(CC1)C=1C=C(C=CC1)B(O)O (3-(4-(tert-butoxycarbonyl)piperazin-1-yl)phenylboronic acid). As a reaction SMILES: Br[C:2]1[CH:3]=[C:4]([N:8]2[CH2:13][CH2:12][N:11]([C:14]([O:16][C:17]([CH3:20])([CH3:19])[CH3:18])=[O:15])[CH2:10][CH2:9]2)[CH:5]=[CH:6][CH:7]=1.[Li]CCCC.[B:26](OC(C)C)([O:31]C(C)C)[O:27]C(C)C.P(=O)(O)(O)O>C1(C)C=CC=CC=1.O1CCCC1>[C:17]([O:16][C:14]([N:11]1[CH2:12][CH2:13][N:8]([C:4]2[CH:3]=[C:2]([B:26]([OH:31])[OH:27])[CH:7]=[CH:6][CH:5]=2)[CH2:9][CH2:10]1)=[O:15])([CH3:20])([CH3:19])[CH3:18] |f:4.5|. Procedure: Into a 250-mL 3-necked round-bottom flask purged and maintained with an inert atmosphere of nitrogen, was placed a solution of tert-butyl 4-(3-bromophenyl)piperazine-1-carboxylate (3.8 g, 11.14 mmol, 1.00 equiv) in toluene/tetrahydrofuran=1:1 (40 mL). This was followed by the addition of n-BuLi (4.9 mL, 2.5M/L) dropwise with stirring at −70° C. The resulting solution was stirred for 30 min at −70° C. To this was added triisopropyl borate (2.5 g, 13.30 mmol, 1.19 equiv) dropwise with stirring at ... Reactants: CCO, COC(=O)c1cccn2cc(C)nc12, [Na+], [OH-], O. Product: Cc1cn2cccc(C(=O)O)c2n1. As a reaction SMILES: [CH3:17][CH2:18][OH:19].[CH3:1][c:2]1[n:3][c:4]2[n:5]([cH:6][cH:7][cH:8][c:9]2[C:10](=[O:11])[O:12][CH3:13])[cH:14]1.[Na+:16].[OH-:15].[OH2:20]>>[CH3:1][c:2]1[n:3][c:4]2[n:5]([cH:6][cH:7][cH:8][c:9]2[C:10](=[O:11])[OH:12])[cH:14]1. The reactants are N, C(C[Al]CC(C)C)(C)C, C1CN(C[C@@H](C1=O)O)S(=O)(=O)C. Reagents/catalysts: c1ccc(cc1)-c2c3ccccc3cc4ccccc24 (9-Phenylanthracene), CC(C)[O-].CC(C)[O-].CC(C)[O-].CC(C)[O-].[Ti+4] (Ti(OiPr)4). Run at temperature 25 celsius, time 18 hour. Yields the product CS(=O)(=O)N1CC[C@@H](N)[C@@H](O)C1. As a reaction SMILES: [CH3:1][S:2]([N:5]1[CH2:11][C@H:9]([OH:10])[C:8](=O)[CH2:7][CH2:6]1)(=[O:4])=[O:3].[NH3:12].CC(C[Al]CC(C)C)C>>[CH3:1][S:2]([N:5]1[CH2:11][C@H:9]([OH:10])[C@H:8]([NH2:12])[CH2:7][CH2:6]1)(=[O:4])=[O:3].